This data is from the Open Reaction Database (ORD), a public repository of structured organic reaction records. The task is: describe an organic reaction: reactants, conditions, products, and yield The reactants are N[C@]12[C@@H]([C@H]3CC[C@@H]4[C@]5(CC=C(C([C@@H]5CC[C@]4([C@@]3(CC1)C)C)(C)C)C1=CC=C(C(=O)OC)C=C1)C)[C@@H](CC2)C(=C)C (methyl 4-((1R,3aS,5aR,5bR,7aR,11aS,11bR,13aR,13bR)-3a-amino-5a,5b,8,8,11a-pentamethyl-1-(prop-1-en-2-yl)-2,3,3a,4,5,5a,5b,6,7,7a,8,11,11a,11b,12,13,13a,13b-octadecahydro-1H-cyclopenta[a]chrysen-9-yl)benzoate), carboxylic acid, amides, C(C)(C)N(C(C)C)CC(=O)O (diisopropylamino-acetic acid). Product: C(C)(C)N(CC(=O)N[C@]12[C@@H]([C@H]3CC[C@@H]4[C@]5(CC=C(C([C@@H]5CC[C@]4([C@@]3(CC1)C)C)(C)C)C1=CC=C(C(=O)O)C=C1)C)[C@@H](CC2)C(=C)C)C(C)C (4-((1R,3aS,5aR,5bR,7aR,11aS,11bR,13aR,13bR)-3a-(2-(diisopropylamino)acetamido)-5a,5b,8,8,11a-pentamethyl-1-(prop-1-en-2-yl)-2,3,3a,4,5,5a,5b,6,7,7a,8,11,11a,11b,12,13,13a,13b-octadecahydro-1H-cyclopenta[a]chrysen-9-yl)benzoic acid). As a reaction SMILES: [NH2:1][C@:2]12[CH2:37][CH2:36][C@@H:35]([C:38]([CH3:40])=[CH2:39])[C@@H:3]1[C@@H:4]1[C@@:17]([CH3:20])([CH2:18][CH2:19]2)[C@@:16]2([CH3:21])[C@@H:7]([C@:8]3([CH3:34])[C@@H:13]([CH2:14][CH2:15]2)[C:12]([CH3:23])([CH3:22])[C:11]([C:24]2[CH:33]=[CH:32][C:27]([C:28]([O:30]C)=[O:29])=[CH:26][CH:25]=2)=[CH:10][CH2:9]3)[CH2:6][CH2:5]1.[CH:41]([N:44]([CH2:48][C:49]([OH:51])=O)[CH:45]([CH3:47])[CH3:46])([CH3:43])[CH3:42]>>[CH:45]([N:44]([CH:41]([CH3:42])[CH3:43])[CH2:48][C:49]([NH:1][C@:2]12[CH2:37][CH2:36][C@@H:35]([C:38]([CH3:40])=[CH2:39])[C@@H:3]1[C@@H:4]1[C@@:17]([CH3:20])([CH2:18][CH2:19]2)[C@@:16]2([CH3:21])[C@@H:7]([C@:8]3([CH3:34])[C@@H:13]([CH2:14][CH2:15]2)[C:12]([CH3:23])([CH3:22])[C:11]([C:24]2[CH:25]=[CH:26][C:27]([C:28]([OH:30])=[O:29])=[CH:32][CH:33]=2)=[CH:10][CH2:9]3)[CH2:6][CH2:5]1)=[O:51])([CH3:46])[CH3:47]. Procedure: The title compound was prepared from methyl 4-((1R,3aS,5aR,5bR,7aR,11aS,11bR,13aR,13bR)-3a-amino-5a,5b,8,8,11a-pentamethyl-1-(prop-1-en-2-yl)-2,3,3a,4,5,5a,5b,6,7,7a,8,11,11a,11b,12,13,13a,13b-octadecahydro-1H-cyclopenta[a]chrysen-9-yl)benzoate following the general procedure described for the parallel synthesis of C-17 amides above, using diisopropylamino-acetic acid as the reacting carboxylic acid. LCMS: m/e 671.7 (M+H)+, 4.99 min (method 3). 1H NMR (599 MHz, <DMSO_CDCl3>) δ=8.45-8.37 (m, 1H),... Reactants: [O-][Mn](=O)(=O)=O.[K+] (KMnO4), ClC=1C=C(C(=NC1)C#CC(C)(O)C)[N+](=O)[O-] (4-(5-chloro-3-nitro-pyridin-2-yl)-2-methyl-but-3-yn-2-ol), [OH-].[Na+] (NaOH). Run in O (water). Run at temperature 77.5 celsius, time 45 minute. The product is ClC=1C=C(C(=NC1)C(=O)O)[N+](=O)[O-] (5-Chloro-3-nitro-pyridine-2-carboxylic acid). As a reaction SMILES: [Cl:1][C:2]1[CH:3]=[C:4]([N+:14]([O-:16])=[O:15])[C:5]([C:8]#CC(C)(O)C)=[N:6][CH:7]=1.[O-:17][Mn](=O)(=O)=O.[K+].[OH-:23].[Na+]>O>[Cl:1][C:2]1[CH:3]=[C:4]([N+:14]([O-:16])=[O:15])[C:5]([C:8]([OH:17])=[O:23])=[N:6][CH:7]=1 |f:1.2,3.4|. Procedure details: A suspension of the alkyne from step 1 (1.96 g, 8.2 mmol) in water (20 mL) was heated at 75-80° C. KMnO4 (4.27 g, 27.1 mmol) was added portion wise over 30 min. After complete addition, heating was continued for 45 min. The reaction mixture was then cooled to room temperature and the pH adjusted to 9 by the addition of 1.0 M aqueous NaOH and filtered through filter paper. The filter cake was thoroughly washed with 0.3 M aqueous NaOH. The filtrate was extracted with EtOAc and discarded. The aqueo... Starting materials: [OH-].[Na+] (sodium hydroxide), Cl.N[C@H](C(=O)O)C12CC3(CC(CC(C1)C3)C2)O ((2S)-2-amino-2-(3-hydroxyadamantan-1-yl)acetic acid hydrochloride), ClC(=O)OCC1=CC=CC=C1 (benzyl chloroformate). The solvent is O (water). Conditions: time 4 hour. The product is C(C1=CC=CC=C1)OC(=O)N[C@H](C(=O)O)C12CC3(CC(CC(C1)C3)C2)O ((2S)-2-{[(benzyloxy)carbonyl]amino}-2-(3-hydroxyadamantan-1-yl) acetic acid). Yield: 115.3%. Reaction SMILES: Cl.[NH2:2][C@@H:3]([C:7]12[CH2:16][CH:11]3[CH2:12][CH:13]([CH2:15][C:9]([OH:17])([CH2:10]3)[CH2:8]1)[CH2:14]2)[C:4]([OH:6])=[O:5].[OH-].[Na+].Cl[C:21]([O:23][CH2:24][C:25]1[CH:30]=[CH:29][CH:28]=[CH:27][CH:26]=1)=[O:22]>O>[CH2:24]([O:23][C:21]([NH:2][C@@H:3]([C:7]12[CH2:16][CH:11]3[CH2:12][CH:13]([CH2:15][C:9]([OH:17])([CH2:10]3)[CH2:8]1)[CH2:14]2)[C:4]([OH:6])=[O:5])=[O:22])[C:25]1[CH:30]=[CH:29][CH:28]=[CH:27][CH:26]=1 |f:0.1,2.3|. Reported procedure: The (2S)-2-amino-2-(3-hydroxyadamantan-1-yl)acetic acid hydrochloride (20 g) was dissolved in 100 ml water at 25-30° C. The pH of the solution was adjusted to 8.5-9.5 with aqueous sodium hydroxide solution at 5° C. To the mixture benzyl chloroformate (10.7 g) was added and set aside for 4 h at 25-30° C. The reaction mass was washed with MTBE (25 ml) and the pH of the aqueous phase adjusted to 2-3 with dilute hydrochloric acid. Aqueous phase was extracted with ethyl acetate, the organic phase dri... The reactants are FC1=CC(=C(C#N)C=C1)C(F)(F)F (4-fluoro-2-trifluoromethyl-benzonitrile), C(C)(C)(C)OC(=O)N1CCC(CC1)O (N-tert-butyloxycarbonyl-4-piperidinol), CC(C)([O-])C.[K+] (potassium tert-butoxide), solution. The solvent is C1CCOC1 (THF), C1CCOC1 (THF). Run at time 10 minute. Yields the product C(C)(C)(C)OC(=O)N1CCC(CC1)OC1=CC(=C(C#N)C=C1)C(F)(F)F (4-(N-tert-butyloxycarbonyl-4-piperidinyloxy)-2-trifluoromethylbenzonitrile). Reaction SMILES: [C:1]([O:5][C:6]([N:8]1[CH2:13][CH2:12][CH:11]([OH:14])[CH2:10][CH2:9]1)=[O:7])([CH3:4])([CH3:3])[CH3:2].CC(C)([O-])C.[K+].F[C:22]1[CH:29]=[CH:28][C:25]([C:26]#[N:27])=[C:24]([C:30]([F:33])([F:32])[F:31])[CH:23]=1>C1COCC1>[C:1]([O:5][C:6]([N:8]1[CH2:13][CH2:12][CH:11]([O:14][C:22]2[CH:29]=[CH:28][C:25]([C:26]#[N:27])=[C:24]([C:30]([F:31])([F:33])[F:32])[CH:23]=2)[CH2:10][CH2:9]1)=[O:7])([CH3:4])([CH3:2])[CH3:3] |f:1.2|. Procedure details: To a stirred solution of N-tert-butyloxycarbonyl-4-piperidinol (1.0 g, 5.0 mmol) in THF (20 mL) at 0° C. was added potassium tert-butoxide (5.0 mL of a 1.0 M solution in THF, 5.0 mmol). The mixture was stirred for 10 min and 4-fluoro-2-trifluoromethyl-benzonitrile (1.04 g, 5.5 mmol) was added. The mixture was stirred at 0° C. for 1 h and then at ambient temperature for 14 h. The solvent was removed under reduced pressure and the residue was partitioned between EtOAc (100 mL) and saturated aqueou...